From a dataset of the Open Reaction Database (ORD), a public repository of structured organic reaction records. describe an organic reaction: reactants, conditions, products, and yield Starting materials: C1COC2(CCC(CC2)=O)O1 (1,4 Cyclohexanedione ethylene ketal), COS(=O)(=O)[O-].C[S+](C)C (trimethyl sulfonium methyl sulfate), [OH-].[Na+] (sodium hydroxide). Run in C(Cl)Cl (methylene chloride). Yields the product O1CC12CCC1(OCCO1)CC2 (1,7,10-trioxa-dispiro[2.2.4.2]dodecane). Isolated yield 93.0%. As a reaction SMILES: [CH2:1]1[O:11][C:4]2([CH2:9][CH2:8][C:7](=[O:10])[CH2:6][CH2:5]2)[O:3][CH2:2]1.[CH3:12]OS([O-])(=O)=O.C[S+](C)C.[OH-].[Na+]>C(Cl)Cl>[O:10]1[C:7]2([CH2:6][CH2:5][C:4]3([O:3][CH2:2][CH2:1][O:11]3)[CH2:9][CH2:8]2)[CH2:12]1 |f:1.2,3.4|. Reported procedure: 12.00 g (76.83 mmol, 1.0 equiv.) of 1,4 Cyclohexanedione ethylene ketal was added to 120 ml methylene chloride along with 18.8 g (99.88 mmol, 1.3 equiv.) of trimethyl sulfonium methyl sulfate. 40 ml 50% sodium hydroxide (NaOH) was added last and the reaction was refluxed for 24 hours. The methylene chloride was removed, 200 ml ether was added and the ether layer was washed with water. The organic layer was dried with sodium sulfate and concentrated down, leaving a yellow oil, 1,7,10-trioxa-dispi... Reactants: Na2PO4, DNA, [Cl-].[Cl-].[Ca+2] (CaCl2), O (H2O), [Cl-].[K+] (KCl), DNA, 2, C1CN(CCN1CCO)CCS(=O)(=O)O (Hepes), [Na+].[Cl-] (NaCl). The product is O=C[C@H](O)[C@@H](O)[C@H](O)[C@H](O)CO (dextrose). As a reaction SMILES: [Cl-].[Cl-].[Ca+2].C1N([CH2:10][CH2:11][OH:12])CCN(CCS(O)(=O)=O)C1.[Na+].[Cl-].[Cl-].[K+].[OH2:23]>>[O:23]=[CH:10][C@@H:11]([C@H:10]([C@@H:11]([C@@H:10]([CH2:11][OH:12])[OH:23])[OH:12])[OH:23])[OH:12] |f:0.1.2,4.5,6.7|. Reported procedure: Ten to twenty μg of plasmid pL133 DNA were added to 62.5 μl of 2M CaCl2 and 437.5 μl of H2O. The 0.5 ml of DNA were then added dropwise to 0.5 ml of 2× HeBS (10 g/L Hepes, pH =7.5; 16 g/L NaCl; 0.74 g/L KCl; 0.25 g/L Na2PO4 ; and 2 g/L dextrose), forming a milky precipitate. The mixture was allowed to stand for 10-20 minutes at room temperature before it was added to the cells. A longer incubation time may result in a coarser precipitate that does not transform well, but sometimes a longer incub... Starting materials: C1CCOC1, Cc1nc2cnc3cc(O)ccc3c2n1CC(C)C, CC(C)OC(=O)N=NC(=O)OC(C)C, c1ccc(P(c2ccccc2)c2ccccc2)cc1, OCc1ccoc1. The product is Cc1nc2cnc3cc(OCc4ccoc4)ccc3c2n1CC(C)C. RXN SMILES: [CH2:60]1[O:61][CH2:62][CH2:63][CH2:64]1.[CH3:1][c:2]1[n:3]([CH2:16][CH:17]([CH3:18])[CH3:19])[c:4]2[c:5]([cH:6][n:7][c:8]3[cH:9][c:10]([OH:14])[cH:11][cH:12][c:13]23)[n:15]1.[O:46]=[C:47]([O:48][CH:49]([CH3:50])[CH3:51])[N:52]=[N:53][C:54]([O:55][CH:56]([CH3:57])[CH3:58])=[O:59].[c:20]1([P:21]([c:22]2[cH:23][cH:24][cH:25][cH:26][cH:27]2)[c:28]2[cH:29][cH:30][cH:31][cH:32][cH:33]2)[cH:34][cH:35][cH:36][cH:37][cH:38]1.[o:39]1[cH:40][c:41]([CH2:44][OH:45])[cH:42][cH:43]1>>[CH3:1][c:2]1[n:3]([CH2:16][CH:17]([CH3:18])[CH3:19])[c:4]2[c:5]([cH:6][n:7][c:8]3[cH:9][c:10]([O:14][CH2:44][c:41]4[cH:40][o:39][cH:43][cH:42]4)[cH:11][cH:12][c:13]23)[n:15]1. Starting materials: CCN(CC)C(=O)NC1CC2c3cccc4c3c(c(Br)n4C)CC2N(C)C1, [Li]C(C)(C)C, CN([SiH](C)C)[Si](C)(C)C, CN(C)CCN(C)C, CCCCCC, Cc1ccccc1, [Li]CCCC, O, c1ccc(SSc2ccccc2)cc1. Product: CCN(CC)C(=O)NC1CC2c3cccc4c3c(c(Sc3ccccc3)n4C)CC2N(C)C1. RXN SMILES: [Br:15][c:16]1[c:17]2[c:32]3[c:25]([cH:26][cH:27][cH:28][c:29]3[n:30]1[CH3:31])[CH:24]1[CH:19]([CH2:18]2)[N:20]([CH3:41])[CH2:21][CH:22]([NH:33][C:34]([N:35]([CH2:36][CH3:37])[CH2:38][CH3:39])=[O:40])[CH2:23]1.[C:50]([Li:51])([CH3:52])([CH3:53])[CH3:54].[CH3:1][SiH:2]([CH3:3])[N:4]([CH3:5])[Si:6]([CH3:7])([CH3:8])[CH3:9].[CH3:42][N:43]([CH3:44])[CH2:45][CH2:46][N:47]([CH3:48])[CH3:49].[CH3:69][CH2:70][CH2:71][CH2:72][CH2:73][CH3:74].[CH3:76][c:77]1[cH:78][cH:79][cH:80][cH:81][cH:82]1.[Li:10][CH2:11][CH2:12][CH2:13][CH3:14].[OH2:75].[c:55]1([S:61][S:62][c:63]2[cH:64][cH:65][cH:66][cH:67][cH:68]2)[cH:56][cH:57][cH:58][cH:59][cH:60]1>>[c:16]1([S:61][c:55]2[cH:56][cH:57][cH:58][cH:59][cH:60]2)[c:17]2[c:32]3[c:25]([cH:26][cH:27][cH:28][c:29]3[n:30]1[CH3:31])[CH:24]1[CH:19]([CH2:18]2)[N:20]([CH3:41])[CH2:21][CH:22]([NH:33][C:34]([N:35]([CH2:36][CH3:37])[CH2:38][CH3:39])=[O:40])[CH2:23]1. The reactants are C#Cc1ccc(C)cc1, SCc1ccccc1Cl, [Na]. The product is Cc1ccc(C=CSCc2ccccc2Cl)cc1. Reaction SMILES: [CH3:1][c:2]1[cH:3][cH:4][c:5]([C:8]#[CH:9])[cH:6][cH:7]1.[Cl:10][c:11]1[c:12]([CH2:13][SH:14])[cH:15][cH:16][cH:17][cH:18]1.[Na:19]>>[CH3:1][c:2]1[cH:3][cH:4][c:5]([CH:8]=[CH:9][S:14][CH2:13][c:12]2[c:11]([Cl:10])[cH:18][cH:17][cH:16][cH:15]2)[cH:6][cH:7]1. The reactants are CN1CCOCC1, COc1ccc(C2(CCO)CCNC2)cc1OC, COc1cc(C(=O)Cl)cc(OC)c1OC, ClCCl. The product is COc1ccc(C2(CCO)CCN(C(=O)c3cc(OC)c(OC)c(OC)c3)C2)cc1OC. RXN SMILES: [CH3:19][N:20]1[CH2:21][CH2:22][O:23][CH2:24][CH2:25]1.[CH3:1][O:2][c:3]1[cH:4][c:5]([C:11]2([CH2:16][CH2:17][OH:18])[CH2:12][NH:13][CH2:14][CH2:15]2)[cH:6][cH:7][c:8]1[O:9][CH3:10].[CH3:26][O:27][c:28]1[cH:29][c:30]([C:31](=[O:32])[Cl:33])[cH:34][c:35]([O:39][CH3:40])[c:36]1[O:37][CH3:38].[Cl:41][CH2:42][Cl:43]>>[CH3:1][O:2][c:3]1[cH:4][c:5]([C:11]2([CH2:16][CH2:17][OH:18])[CH2:12][N:13]([C:31]([c:30]3[cH:29][c:28]([O:27][CH3:26])[c:36]([O:37][CH3:38])[c:35]([O:39][CH3:40])[cH:34]3)=[O:32])[CH2:14][CH2:15]2)[cH:6][cH:7][c:8]1[O:9][CH3:10]. Starting materials: CCOC(=O)OCC, O=S1(=O)CCCC1, Cc1ccc(Cl)cc1. Product: CCOC(=O)c1ccc(C)cc1. RXN SMILES: [C:9]([O:10][CH2:11][CH3:12])([O:13][CH2:15][CH3:16])=[O:14].[S:17]1(=[O:22])(=[O:23])[CH2:18][CH2:19][CH2:20][CH2:21]1.[c:1]1([CH3:8])[cH:2][cH:3][c:4]([Cl:7])[cH:5][cH:6]1>>[c:1]1([CH3:8])[cH:2][cH:3][c:4]([C:9]([O:10][CH2:11][CH3:12])=[O:13])[cH:5][cH:6]1. The reactants are COC1=CC=C(CNC=2C=C(C(=O)OC(C)(C)C)C=CC2)C=C1 (tert-Butyl 3-(4-methoxybenzylamino)benzoate), 1F, ClC=1C=C(C=2N(N1)C(=CN2)C#N)N(CC2=CC=C(C=C2)OC)C2CC2 (6-chloro-8-(cyclopropyl(4-methoxybenzyl)amino) imidazo[1,2-b]pyridazine-3-carbonitrile). Solvent: CO (methanol). The product is ClC=1C=C(C=2N(N1)C(=CN2)C#N)N(C=2C=C(C(=O)OC(C)(C)C)C=CC2)CC2=CC=C(C=C2)OC (tert-Butyl 3-((6-chloro-3-cyanoimidazo[1,2-b]pyridazin-8-yl) (4-methoxybenzyl)amino)benzoate). Reaction SMILES: [CH3:1][O:2][C:3]1[CH:23]=[CH:22][C:6]([CH2:7][NH:8][C:9]2[CH:10]=[C:11]([CH:19]=[CH:20][CH:21]=2)[C:12]([O:14][C:15]([CH3:18])([CH3:17])[CH3:16])=[O:13])=[CH:5][CH:4]=1.[Cl:24][C:25]1[CH:26]=[C:27](N(C2CC2)CC2C=CC(OC)=CC=2)[C:28]2[N:29]([C:31]([C:34]#[N:35])=[CH:32][N:33]=2)[N:30]=1>CO>[Cl:24][C:25]1[CH:26]=[C:27]([N:8]([CH2:7][C:6]2[CH:22]=[CH:23][C:3]([O:2][CH3:1])=[CH:4][CH:5]=2)[C:9]2[CH:10]=[C:11]([CH:19]=[CH:20][CH:21]=2)[C:12]([O:14][C:15]([CH3:18])([CH3:16])[CH3:17])=[O:13])[C:28]2[N:29]([C:31]([C:34]#[N:35])=[CH:32][N:33]=2)[N:30]=1. Procedure details: 253B was prepared from 253A and a mixture of 1F following the procedure as described in 1G. HPLC: Rt=4.99 min. (PHENOMENEX® Luna C18 4.6×30 mm 3 u, A10-90% aqueous methanol containing 0.1% TFA in 2 min; 4 mL/min flow). MS (ES): m/z=490.1 [M+H]+. The reactants are O (water), C(C1=CC=CC=C1)[C@@H](C(N1CCC2=CC(=CC=C12)B1OC(C(O1)(C)C)(C)C)=O)NC(OC(C)(C)C)=O (tert-butyl {(1S)-1-benzyl-2-oxo-2-[5-(4,4,5,5-tetramethyl-1,3,2-dioxaborolan-2-yl)-2,3-dihydro-1H-indol-1-yl]ethyl}carbamate), ClC1=NC(=NC=C1)N (4-chloro-2-pyrimidinamine), C([O-])([O-])=O.[Na+].[Na+] (sodium carbonate). Reagents/catalysts: [Pd].C1(=CC=CC=C1)P(C1=CC=CC=C1)C1=CC=CC=C1.C1(=CC=CC=C1)P(C1=CC=CC=C1)C1=CC=CC=C1.C1(=CC=CC=C1)P(C1=CC=CC=C1)C1=CC=CC=C1.C1(=CC=CC=C1)P(C1=CC=CC=C1)C1=CC=CC=C1 (tetrakis(triphenylphosphine) palladium). Run in O1CCOCC1 (1,4-dioxane). The product is C(C)(C)(C)OC(N[C@H](C(=O)N1CCC2=CC(=CC=C12)C1=NC(=NC=C1)N)CC1=CC=CC=C1)=O (tert-butyl{(1S)-2-[5-(2-aminopyrimidine-4-yl)-2,3-dihydro-1H-indol-1-yl ]-1-benzyl-2-oxoethyl}carbamate). The yield is 80.8%. As a reaction SMILES: [CH2:1]([C@H:8]([NH:29][C:30](=[O:36])[O:31][C:32]([CH3:35])([CH3:34])[CH3:33])[C:9](=[O:28])[N:10]1[C:18]2[C:13](=[CH:14][C:15](B3OC(C)(C)C(C)(C)O3)=[CH:16][CH:17]=2)[CH2:12][CH2:11]1)[C:2]1[CH:7]=[CH:6][CH:5]=[CH:4][CH:3]=1.Cl[C:38]1[CH:43]=[CH:42][N:41]=[C:40]([NH2:44])[N:39]=1.C(=O)([O-])[O-].[Na+].[Na+].O>O1CCOCC1.[Pd].C1(P(C2C=CC=CC=2)C2C=CC=CC=2)C=CC=CC=1.C1(P(C2C=CC=CC=2)C2C=CC=CC=2)C=CC=CC=1.C1(P(C2C=CC=CC=2)C2C=CC=CC=2)C=CC=CC=1.C1(P(C2C=CC=CC=2)C2C=CC=CC=2)C=CC=CC=1>[C:32]([O:31][C:30](=[O:36])[NH:29][C@@H:8]([CH2:1][C:2]1[CH:7]=[CH:6][CH:5]=[CH:4][CH:3]=1)[C:9]([N:10]1[C:18]2[C:13](=[CH:14][C:15]([C:38]3[CH:43]=[CH:42][N:41]=[C:40]([NH2:44])[N:39]=3)=[CH:16][CH:17]=2)[CH2:12][CH2:11]1)=[O:28])([CH3:34])([CH3:35])[CH3:33] |f:2.3.4,7.8.9.10.11|. Procedure details: To a solution of tert-butyl {(1S)-1-benzyl-2-oxo-2-[5-(4,4,5,5-tetramethyl-1,3,2-dioxaborolan-2-yl)-2,3-dihydro-1H-indol-1-yl]ethyl}carbamate (672 mg) and 4-chloro-2-pyrimidinamine (265 mg) in 1,4-dioxane (10 mL) were added 2M sodium carbonate aqueous solution (2.0 mL) and tetrakis(triphenylphosphine) palladium (16 mg) and the mixture was refluxed for 3 hours under nitrogen. The mixture was poured into water and extracted with ethyl acetate. The organic layer was washed with brine, dried over ma...